This data is from the Open Reaction Database (ORD), a public repository of structured organic reaction records. The task is: describe an organic reaction: reactants, conditions, products, and yield Starting materials: CC1=CC=C(C=C1)S(=O)(=O)OC[C@H]1COC=2C(=C3N=C(C(=NC3=CC2)CC)CC)O1 ((2R)-8,9-diethyl-2,3-dihydro[1,4]dioxino[2,3-f]-quinoxalin-2-ylmethyl 4-methylbenzenesulfonate), N1CCC(=CC1)C1=CNC2=CC=CC=C12 (3-(1,2,3,6-tetrahydro-4-pyridinyl)-1H-indole). The solvent is C(C)(=O)OCC (ethyl acetate), CS(=O)C (methyl sulfoxide). Reaction conditions: temperature 80 celsius. The product is C(C)C1=NC2=CC=C3C(=C2N=C1CC)OC(CO3)CN3CCC(=CC3)C3=CNC1=CC=CC=C31 (8,9-Diethyl-2-{[4-(1H-indol-3-yl)-3,6-dihydro-1(2H)-pyridinyl]methyl}-2,3-dihydro[1,4]dioxino[2,3-f]quinoxaline). RXN SMILES: CC1C=CC(S(O[CH2:12][C@@H:13]2[O:30][C:17]3=[C:18]4[C:23](=[CH:24][CH:25]=[C:16]3[O:15][CH2:14]2)[N:22]=[C:21]([CH2:26][CH3:27])[C:20]([CH2:28][CH3:29])=[N:19]4)(=O)=O)=CC=1.[NH:31]1[CH2:36][CH:35]=[C:34]([C:37]2[C:45]3[C:40](=[CH:41][CH:42]=[CH:43][CH:44]=3)[NH:39][CH:38]=2)[CH2:33][CH2:32]1>CS(C)=O.C(OCC)(=O)C>[CH2:26]([C:21]1[C:20]([CH2:28][CH3:29])=[N:19][C:18]2[C:23](=[CH:24][CH:25]=[C:16]3[O:15][CH2:14][CH:13]([CH2:12][N:31]4[CH2:32][CH:33]=[C:34]([C:37]5[C:45]6[C:40](=[CH:41][CH:42]=[CH:43][CH:44]=6)[NH:39][CH:38]=5)[CH2:35][CH2:36]4)[O:30][C:17]3=2)[N:22]=1)[CH3:27]. Procedure details: To a solution of (2R)-8,9-diethyl-2,3-dihydro[1,4]dioxino[2,3-f]-quinoxalin-2-ylmethyl 4-methylbenzenesulfonate (0.300 g, 0.700 mmole) in methyl sulfoxide (20 mL) was added 3-(1,2,3,6-tetrahydro-4-pyridinyl)-1H-indole (0.555 g, 2.800 mmole) and the reaction mixture was heated to 80° C. for 12 hours. The reaction mixture was allowed to cool to room temperature and was diluted with ethyl acetate (250 mL), washed with water (2×100 mL), aqueous sodium chloride (100 mL), dried (magnesium sulfate) and...